This data is from the Open Reaction Database (ORD), a public repository of structured organic reaction records. The task is: describe an organic reaction: reactants, conditions, products, and yield The reactants are CC(C)(C)OC(=O)NC1CCCN(c2c(Br)cnc3[nH]cc(NC(=O)c4cccnc4)c23)C1, [Na+], [Na+], O=C([O-])[O-], C1COCCO1, OB(O)c1ccccc1. Yields the product CC(C)(C)OC(=O)NC1CCCN(c2c(-c3ccccc3)cnc3[nH]cc(NC(=O)c4cccnc4)c23)C1. RXN SMILES: [Br:16][c:17]1[c:18]([N:35]2[CH2:36][CH:37]([NH:41][C:42]([O:43][C:44]([CH3:45])([CH3:46])[CH3:47])=[O:48])[CH2:38][CH2:39][CH2:40]2)[c:19]2[c:20]([n:21][cH:22]1)[nH:23][cH:24][c:25]2[NH:26][C:27]([c:28]1[cH:29][n:30][cH:31][cH:32][cH:33]1)=[O:34].[Na+:10].[Na+:11].[O-:12][C:13](=[O:14])[O-:15].[O:49]1[CH2:50][CH2:51][O:52][CH2:53][CH2:54]1.[OH:1][B:2]([OH:3])[c:4]1[cH:5][cH:6][cH:7][cH:8][cH:9]1>>[c:4]1(-[c:17]2[c:18]([N:35]3[CH2:36][CH:37]([NH:41][C:42]([O:43][C:44]([CH3:45])([CH3:46])[CH3:47])=[O:48])[CH2:38][CH2:39][CH2:40]3)[c:19]3[c:20]([n:21][cH:22]2)[nH:23][cH:24][c:25]3[NH:26][C:27]([c:28]2[cH:29][n:30][cH:31][cH:32][cH:33]2)=[O:34])[cH:5][cH:6][cH:7][cH:8][cH:9]1.